From a dataset of the Open Reaction Database (ORD), a public repository of structured organic reaction records. describe an organic reaction: reactants, conditions, products, and yield The reactants are C1CCOC1, COC(=O)C(NC(=O)OC(C)(C)C)c1cccc(O)c1, CC(C)(C)OC(=O)N=NC(=O)OC(C)(C)C, OC1CCOCC1, c1ccc(P(c2ccccc2)c2ccccc2)cc1. Yields the product COC(=O)C(NC(=O)OC(C)(C)C)c1cccc(OC2CCOCC2)c1. As a reaction SMILES: [CH2:63]1[O:64][CH2:65][CH2:66][CH2:67]1.[CH3:1][O:2][C:3]([CH:4]([c:5]1[cH:6][c:7]([OH:11])[cH:8][cH:9][cH:10]1)[NH:12][C:13](=[O:14])[O:15][C:16]([CH3:17])([CH3:18])[CH3:19])=[O:20].[N:47]([C:48]([O:49][C:50]([CH3:51])([CH3:52])[CH3:53])=[O:54])=[N:55][C:56]([O:57][C:58]([CH3:59])([CH3:60])[CH3:61])=[O:62].[O:21]1[CH2:22][CH2:23][CH:24]([OH:27])[CH2:25][CH2:26]1.[c:28]1([P:29]([c:30]2[cH:31][cH:32][cH:33][cH:34][cH:35]2)[c:36]2[cH:37][cH:38][cH:39][cH:40][cH:41]2)[cH:42][cH:43][cH:44][cH:45][cH:46]1>>[CH3:1][O:2][C:3]([CH:4]([c:5]1[cH:6][c:7]([O:11][CH:24]2[CH2:23][CH2:22][O:21][CH2:26][CH2:25]2)[cH:8][cH:9][cH:10]1)[NH:12][C:13](=[O:14])[O:15][C:16]([CH3:17])([CH3:18])[CH3:19])=[O:20]. Starting materials: OCCCC=1C(N(C=CC1)C1=C(C=C(C=C1)[N+](=O)[O-])C)=O (3-(3-Hydroxypropyl)-1-(2-methyl-4-nitrophenyl)pyridin-2(1H)-one), [H][H] (hydrogen). Reagents/catalysts: [Pd] (palladium on carbon). Solvent: C1CCOC1 (THF). Product: NC1=CC(=C(C=C1)N1C(C(=CC=C1)CCCO)=O)C (1-(4-Amino-2-methylphenyl)-3-(3-hydroxypropyl)pyridin-2(1H)-one). RXN SMILES: [OH:1][CH2:2][CH2:3][CH2:4][C:5]1[C:6](=[O:21])[N:7]([C:11]2[CH:16]=[CH:15][C:14]([N+:17]([O-])=O)=[CH:13][C:12]=2[CH3:20])[CH:8]=[CH:9][CH:10]=1.[H][H]>C1COCC1.[Pd]>[NH2:17][C:14]1[CH:15]=[CH:16][C:11]([N:7]2[CH:8]=[CH:9][CH:10]=[C:5]([CH2:4][CH2:3][CH2:2][OH:1])[C:6]2=[O:21])=[C:12]([CH3:20])[CH:13]=1. Procedure: 475 mg (1.65 mmol) of the compound from Example 36A are dissolved in 48 ml of THF. 50 mg (0.05 mmol) of palladium on carbon are then added, and the mixture is hydrogenated at RT in a hydrogen atmosphere under atmospheric pressure. The mixture is then filtered, the filter cake is washed three times with THF and the filtrate is freed from the solvent. The reaction product is reacted further without further purification. Reactants: C(OC1CCCC1)(=O)Cl (cyclopentyl chlorocarbonate), Cl.Cl.Cl.FC1=C(CC2=NC(=C3N2N=CC=C3)C3=NC(=C(C(=N3)N)N)N)C=CC=C1 (2-[7-(2-Fluorobenzyl)imidazo[1,5-b]pyridazin-5-yl]pyrimidine-4,5,6-triamine trihydrochloride). Solvent: N1=CC=CC=C1 (pyridine). The product is C(=O)O.NC1=NC(=NC(=C1NC(OC1CCCC1)=O)N)C=1N=C(N2N=CC=CC21)CC2=C(C=CC=C2)F (Cyclopentyl {4,6-diamino-2-[7-(2-fluorobenzyl)imidazo[1,5-b]pyridazin-5-yl]pyrimidin-5-yl}carbamate formate). Reaction SMILES: [C:1](Cl)(=[O:8])[O:2][CH:3]1[CH2:7][CH2:6][CH2:5][CH2:4]1.Cl.Cl.Cl.[F:13][C:14]1[CH:38]=[CH:37][CH:36]=[CH:35][C:15]=1[CH2:16][C:17]1[N:21]2[N:22]=[CH:23][CH:24]=[CH:25][C:20]2=[C:19]([C:26]2[N:31]=[C:30]([NH2:32])[C:29]([NH2:33])=[C:28]([NH2:34])[N:27]=2)[N:18]=1>N1C=CC=CC=1>[CH:1]([OH:8])=[O:2].[NH2:34][C:28]1[C:29]([NH:33][C:1](=[O:8])[O:2][CH:3]2[CH2:7][CH2:6][CH2:5][CH2:4]2)=[C:30]([NH2:32])[N:31]=[C:26]([C:19]2[N:18]=[C:17]([CH2:16][C:15]3[CH:35]=[CH:36][CH:37]=[CH:38][C:14]=3[F:13])[N:21]3[C:20]=2[CH:25]=[CH:24][CH:23]=[N:22]3)[N:27]=1 |f:1.2.3.4,6.7|. Procedure: At 0° C., 37.5 mg (0.25 mmol) of cyclopentyl chlorocarbonate were added to 100 mg (0.25 mmol) of 2-[7-(2-fluorobenzyl)imidazo[1,5-b]pyridazin-5-yl]pyrimidine-4,5,6-triamine (Example 9A) in 2 ml of pyridine. The reaction mixture was concentrated and the residue was purified by preparative HPLC (acetonitrile:water (+0.1% formic acid) gradient). This gave 41 mg (32% of theory) of the target compound. The reactants are F[B-](F)(F)F, CCN(C(C)C)C(C)C, Cc1sc(C(=O)O)c2c1C1C(C2)C1(C)C, O=CO, Cc1cc(CN)cc(C)c1O, CN(C)C=O, CN(C)C(On1nnc2ccccc21)=[N+](C)C. Product: Cc1cc(CNC(=O)c2sc(C)c3c2CC2C3C2(C)C)cc(C)c1O. Reaction SMILES: [B-:16]([F:17])([F:18])([F:19])[F:20].[CH2:38]([N:39]([CH:40]([CH3:41])[CH3:42])[CH:43]([CH3:44])[CH3:45])[CH3:46].[CH3:1][C:2]1([CH3:15])[CH:3]2[CH:4]1[CH2:5][c:6]1[c:7]([C:12](=[O:13])[OH:14])[s:8][c:9]([CH3:11])[c:10]12.[CH:63]([OH:64])=[O:65].[NH2:47][CH2:48][c:49]1[cH:50][c:51]([CH3:57])[c:52]([OH:56])[c:53]([CH3:55])[cH:54]1.[O:58]=[CH:59][N:60]([CH3:61])[CH3:62].[n:21]1([O:22][C:23]([N:24]([CH3:25])[CH3:26])=[N+:27]([CH3:28])[CH3:29])[c:30]2[cH:31][cH:32][cH:33][cH:34][c:35]2[n:36][n:37]1>>[CH3:1][C:2]1([CH3:15])[CH:3]2[CH:4]1[CH2:5][c:6]1[c:7]([C:12](=[O:14])[NH:47][CH2:48][c:49]3[cH:50][c:51]([CH3:57])[c:52]([OH:56])[c:53]([CH3:55])[cH:54]3)[s:8][c:9]([CH3:11])[c:10]12. Starting materials: [Al+3], CCC(=O)NC1CCC(Oc2cc(C)c3[nH]ncc3c2C)CC1, [H-], [H-], [H-], [H-], [Li+], C1CCOC1. The product is CCCNC1CCC(Oc2cc(C)c3[nH]ncc3c2C)CC1. As a reaction SMILES: [Al+3:2].[CH3:7][c:8]1[c:9]2[cH:10][n:11][nH:12][c:13]2[c:14]([CH3:29])[cH:15][c:16]1[O:17][CH:18]1[CH2:19][CH2:20][CH:21]([NH:24][C:25]([CH2:26][CH3:27])=[O:28])[CH2:22][CH2:23]1.[H-:1].[H-:4].[H-:5].[H-:6].[Li+:3].[O:30]1[CH2:31][CH2:32][CH2:33][CH2:34]1>>[CH3:7][c:8]1[c:9]2[cH:10][n:11][nH:12][c:13]2[c:14]([CH3:29])[cH:15][c:16]1[O:17][CH:18]1[CH2:19][CH2:20][CH:21]([NH:24][CH2:25][CH2:26][CH3:27])[CH2:22][CH2:23]1. Reactants: [BH4-], C1CCOC1, Cl, Nc1c(Cl)cc(CC(CC(=O)N2CCC(N3CCc4ccccc4NC3=O)CC2)C(=O)O)cc1C(F)(F)F, [Na+], O. Yields the product Nc1c(Cl)cc(CC(CO)CC(=O)N2CCC(N3CCc4ccccc4NC3=O)CC2)cc1C(F)(F)F. RXN SMILES: [BH4-:39].[CH2:42]1[O:43][CH2:44][CH2:45][CH2:46]1.[ClH:41].[NH2:1][c:2]1[c:3]([Cl:38])[cH:4][c:5]([CH2:6][CH:7]([C:8](=[O:9])[OH:10])[CH2:11][C:12]([N:13]2[CH2:14][CH2:15][CH:16]([N:19]3[C:20](=[O:30])[NH:21][c:22]4[c:23]([cH:26][cH:27][cH:28][cH:29]4)[CH2:24][CH2:25]3)[CH2:17][CH2:18]2)=[O:31])[cH:32][c:33]1[C:34]([F:35])([F:36])[F:37].[Na+:40].[OH2:47]>>[NH2:1][c:2]1[c:3]([Cl:38])[cH:4][c:5]([CH2:6][CH:7]([CH2:8][OH:9])[CH2:11][C:12]([N:13]2[CH2:14][CH2:15][CH:16]([N:19]3[C:20](=[O:30])[NH:21][c:22]4[c:23]([cH:26][cH:27][cH:28][cH:29]4)[CH2:24][CH2:25]3)[CH2:17][CH2:18]2)=[O:31])[cH:32][c:33]1[C:34]([F:35])([F:36])[F:37]. Reactants: C1(=CC=CC=C1)C (Toluene), Cl (hydrochloric acid), O(C1=CC=CC=C1)C1=C(C=CC=C1)C(C(=O)N)=NOC (2-(2-phenoxyphenyl)-2-methoxyiminoacetamide). Solvent: O (water). Conditions: time 3 hour. The product is O(C1=CC=CC=C1)C1=C(C=CC=C1)\C(\C(=O)N)=N/OC ((E)-2-(2-phenoxyphenyl)-2-methoxyiminoacetamide). Yield: 92.5%. RXN SMILES: C1(C)C=CC=CC=1.Cl.[O:9]([C:16]1[CH:21]=[CH:20][CH:19]=[CH:18][C:17]=1[C:22](=[N:26][O:27][CH3:28])[C:23]([NH2:25])=[O:24])[C:10]1[CH:15]=[CH:14][CH:13]=[CH:12][CH:11]=1>O>[O:9]([C:16]1[CH:21]=[CH:20][CH:19]=[CH:18][C:17]=1/[C:22](=[N:26]\[O:27][CH3:28])/[C:23]([NH2:25])=[O:24])[C:10]1[CH:11]=[CH:12][CH:13]=[CH:14][CH:15]=1. Reported procedure: Toluene (26 ml) and conc. hydrochloric acid (1.1 ml) were added to 2-(2-phenoxyphenyl)-2-methoxyiminoacetamide (E/Z=6/94) (3.48 g, 0.013 mol), and the mixture was stirred at room temperature for 3 hours. After completion of the reaction, water (80 ml) was added. The mixture was extracted with ether (80 ml), dried over anhydrous magnesium sulfate, and concentrated under reduced pressure. The resulting residue was purified by silica gel chromatography (ethyl acetate/n-hexane) to give (E)-2-(2-phen...